This data is from the Open Reaction Database (ORD), a public repository of structured organic reaction records. The task is: describe an organic reaction: reactants, conditions, products, and yield Starting materials: O=C1CCC(=O)N1Br, CCCCCn1c(=O)n2nnnc2c2[nH]cnc21, CC#N. Yields the product CCCCCn1c(=O)n2nnnc2c2[nH]c(Br)nc21. As a reaction SMILES: [Br:19][N:20]1[C:21](=[O:22])[CH2:23][CH2:24][C:25]1=[O:26].[CH2:1]([CH2:2][CH2:3][CH2:4][CH3:5])[n:6]1[c:7](=[O:18])[n:8]2[c:9]([c:10]3[nH:11][cH:12][n:13][c:14]13)[n:15][n:16][n:17]2.[CH3:27][C:28]#[N:29]>>[CH2:1]([CH2:2][CH2:3][CH2:4][CH3:5])[n:6]1[c:7](=[O:18])[n:8]2[c:9]([c:10]3[nH:11][c:12]([Br:19])[n:13][c:14]13)[n:15][n:16][n:17]2.